From a dataset of the Open Reaction Database (ORD), a public repository of structured organic reaction records. describe an organic reaction: reactants, conditions, products, and yield Reactants: C(C)(C)[Si](C1=CCC(=CC1)C)(C(C)C)C(C)C (triisopropyl(4-methyl-1,4-cyclohexadienyl)silane), C(=O)(O)[O-].[Na+] (NaHCO3). Reagents/catalysts: O.O.O.[Ru](Cl)(Cl)Cl (ruthenium chloride trihydrate). Run in COCCO (2-methoxyethanol). The product is C[Si](C1=CC=C(C=C1)C)(C)C (4-(trimethylsilyl) toluene). Yield: 73.0%. RXN SMILES: [CH:1]([Si:4]([CH:15](C)C)([CH:12](C)C)[C:5]1[CH2:10][CH:9]=[C:8]([CH3:11])[CH2:7][CH:6]=1)(C)C.C([O-])(O)=O.[Na+]>O.O.O.[Ru](Cl)(Cl)Cl.COCCO>[CH3:1][Si:4]([CH3:12])([CH3:15])[C:5]1[CH:10]=[CH:9][C:8]([CH3:11])=[CH:7][CH:6]=1 |f:1.2,3.4.5.6|. Reported procedure: In a 150-ml Schlenk flask, 1.18 g (4.5 mmol) of ruthenium chloride trihydrate, 5.6 g (22.5 mmol) of triisopropyl(4-methyl-1,4-cyclohexadienyl)silane, 0.38 g (4.5 mmol) of NaHCO3, and 11 ml of 2-methoxyethanol were added, and the mixture was allowed to react for 9 hours at 130° C. Subsequently, the mixture was left to cool to room temperature, and precipitated crystals were filtered. Thus, 1.4 g of objective [RuCl2 (4-(triisopropylsilyl)toluene)]2 was obtained at a yield of 73.0%. Reactants: compound, NC1=NC=C(C(=N1)N)C1=C(C=C(C=C1)[N+](=O)[O-])C1=C(C(=CC=C1)Cl)Cl (2,4-Diamino-5-(2,3-dichlorophenyl-4-nitrophenyl)pyrimidine), NC1=NC(=C(C(=N1)N)C1=C(C(=CC(=C1)[N+](=O)[O-])Cl)Cl)C (2,4-diamino-5(2,3-dichloro-5-nitrophenyl)-6-methyl pyrimidine). The product is NC1=NC(=C(C(=N1)N)C1=C(C(=C(C=C1)[N+](=O)[O-])Cl)Cl)C (2,4-Diamino-5-(2,3-dichloro-4-nitrophenyl)-6-methyl pyrimidine). As a reaction SMILES: NC1N=C(N)C(C2C=CC([N+:15]([O-:17])=[O:16])=CC=2C2C=CC=C(Cl)C=2Cl)=CN=1.[NH2:26][C:27]1[N:32]=[C:31]([NH2:33])[C:30]([C:34]2[CH:39]=[C:38]([N+]([O-])=O)[CH:37]=[C:36]([Cl:43])[C:35]=2[Cl:44])=[C:29]([CH3:45])[N:28]=1>>[NH2:26][C:27]1[N:32]=[C:31]([NH2:33])[C:30]([C:34]2[CH:39]=[CH:38][C:37]([N+:15]([O-:17])=[O:16])=[C:36]([Cl:43])[C:35]=2[Cl:44])=[C:29]([CH3:45])[N:28]=1. Reported procedure: This compound was made from the compound of Example 15 in an analogous manner to the compound of Example 39, mp. 265° C. Also obtained from this reaction was 2,4-diamino-5(2,3-dichloro-5-nitrophenyl)-6-methyl pyrimidine. Starting materials: CCCC(C)C, O=C(c1cccc(C(F)(F)F)c1Cl)N1CCn2c(nnc2-c2ccccc2)C1, OB(O)c1ccc(F)cc1, OB(O)c1ccccc1. The product is O=C(c1cccc(C(F)(F)F)c1Cl)N1CCn2c(nnc2-c2ccc(F)cc2)C1. As a reaction SMILES: [CH3:48][CH2:49][CH2:50][CH:51]([CH3:52])[CH3:53].[Cl:1][c:2]1[c:3]([C:12](=[O:13])[N:14]2[CH2:15][c:16]3[n:17]([c:20](-[c:23]4[cH:24][cH:25][cH:26][cH:27][cH:28]4)[n:21][n:22]3)[CH2:18][CH2:19]2)[cH:4][cH:5][cH:6][c:7]1[C:8]([F:9])([F:10])[F:11].[OH:29][B:30]([c:31]1[cH:32][cH:33][c:34]([F:36])[cH:35][cH:37]1)[OH:38].[OH:39][B:40]([c:41]1[cH:42][cH:43][cH:44][cH:45][cH:46]1)[OH:47]>>[Cl:1][c:2]1[c:3]([C:12](=[O:13])[N:14]2[CH2:15][c:16]3[n:17]([c:20](-[c:23]4[cH:24][cH:25][c:26]([F:36])[cH:27][cH:28]4)[n:21][n:22]3)[CH2:18][CH2:19]2)[cH:4][cH:5][cH:6][c:7]1[C:8]([F:9])([F:10])[F:11]. Reactants: C1CCOC1, O=[N+]([O-])c1cn(-c2ccccn2)cn1. Product: Nc1cn(-c2ccccn2)cn1. Reaction SMILES: [CH2:15]1[O:16][CH2:17][CH2:18][CH2:19]1.[N+:1]([O-:2])(=[O:3])[c:4]1[n:5][cH:6][n:7](-[c:9]2[n:10][cH:11][cH:12][cH:13][cH:14]2)[cH:8]1>>[NH2:1][c:4]1[n:5][cH:6][n:7](-[c:9]2[n:10][cH:11][cH:12][cH:13][cH:14]2)[cH:8]1. The reactants are IC1=C(C(=O)O)C(=C(C(=C1C(=O)NC)I)NC(COC)=O)I (2,4,6-triiodo-5-methoxyacetamido-N-methylisophthalamic acid), S(=O)(Cl)Cl (thionyl chloride). Run in CN(C(C)=O)C (N,N-dimethylacetamide). The product is IC1=C(C(=O)Cl)C(=C(C(=C1C(=O)NC)I)NC(COC)=O)I (2,4,6-Triiodo-5-methoxyacetamido-N-methylisophthalamoyl chloride). RXN SMILES: [I:1][C:2]1[C:10]([C:11]([NH:13][CH3:14])=[O:12])=[C:9]([I:15])[C:8]([NH:16][C:17](=[O:21])[CH2:18][O:19][CH3:20])=[C:7]([I:22])[C:3]=1[C:4](O)=[O:5].S(Cl)([Cl:25])=O>CN(C)C(=O)C>[I:1][C:2]1[C:10]([C:11]([NH:13][CH3:14])=[O:12])=[C:9]([I:15])[C:8]([NH:16][C:17](=[O:21])[CH2:18][O:19][CH3:20])=[C:7]([I:22])[C:3]=1[C:4]([Cl:25])=[O:5]. Procedure details: A solution of 2,4,6-triiodo-5-methoxyacetamido-N-methylisophthalamic acid in N,N-dimethylacetamide is treated with an excess of thionyl chloride. After the reaction, the excess thionyl chloride is removed by evaporation and the product is suitable for use as intermediate in situ. Starting materials: [H-].[Na+] (sodium hydride), ClC1=NC=NC(=C1)Cl (4,6-dichloropyrimidine), CO (methanol), C(CC(=O)C)(=O)OCC (ethyl acetoacetate). Solvent: O1CCOCC1 (dioxane), O1CCOCC1 (dioxane). Run at temperature 50 celsius, time 1 hour. Yields the product ClC1=NC=NC(=C1)CC(=O)OCC (ethyl (4-chloropyrimidin-6-yl)acetate). Reaction SMILES: [H-].[Na+].[C:3]([O:9][CH2:10][CH3:11])(=[O:8])[CH2:4][C:5]([CH3:7])=O.[Cl:12][C:13]1C=C(Cl)[N:16]=[CH:15][N:14]=1.CO>O1CCOCC1>[Cl:12][C:13]1[CH:7]=[C:5]([CH2:4][C:3]([O:9][CH2:10][CH3:11])=[O:8])[N:16]=[CH:15][N:14]=1 |f:0.1|. Reported procedure: 2.7 g (50 mmol) of sodium hydride (80% dispersion in oil) were placed in 100 ml of dry dioxane, and 11.7 g (90 mmol) of ethyl acetoacetate were added dropwise. The mixture was then stirred at 50° C. for 1 hour. After cooling to room temperature, a solution of 4.5 g (30 mmol) of 4,6-dichloropyrimidine in 50 ml of dioxane was added dropwise. After heating at reflux for 6 hours the mixture was cooled to room temperature, 10 ml of methanol were added dropwise in order to destroy superfluous sodium h... Starting materials: BrCC(=O)C=1C=CC(=NC1)N1N=CC=N1 (5-(2-bromoacetyl)-2-(2H-1,2,3-triazole-2-yl)pyridine), NC1=NC=C(C=C1)I (2-amino-5-iodopyridine). Solvent: C(C)#N (acetonitrile). Reaction conditions: temperature 100 celsius. The product is IC=1C=CC=2N(C1)C=C(N2)C=2C=CC(=NC2)N2N=CC=N2 (6-iodo-2-[2-(2H-1,2,3-triazole-2-yl)pyridine-5-yl]imidazo[1,2-a]pyridine). Isolated yield 35.3%. As a reaction SMILES: Br[CH2:2][C:3]([C:5]1[CH:6]=[CH:7][C:8]([N:11]2[N:15]=[CH:14][CH:13]=[N:12]2)=[N:9][CH:10]=1)=O.[NH2:16][C:17]1[CH:22]=[CH:21][C:20]([I:23])=[CH:19][N:18]=1>C(#N)C>[I:23][C:20]1[CH:21]=[CH:22][C:17]2[N:18]([CH:2]=[C:3]([C:5]3[CH:6]=[CH:7][C:8]([N:11]4[N:15]=[CH:14][CH:13]=[N:12]4)=[N:9][CH:10]=3)[N:16]=2)[CH:19]=1. Reported procedure: 20.4 mg (corresponding to 0.0764 mmol) of 5-(2-bromoacetyl)-2-(2H-1,2,3-triazole-2-yl)pyridine and 16.8 mg (corresponding to 0.0764 mmol) of 2-amino-5-iodopyridine were dissolved in 2.0 mL of acetonitrile. The resulting solution was heated under reflux for 1.5 hours in an oil bath at 100° C. After the completion of the reaction, the reaction solution was cooled down to room temperature, and precipitates were filtered. The precipitates were washed with acetonitrile and dried under reduced pressur... The reactants are ClC1=NC(=CC(=N1)Cl)COCC(F)(F)F (2,4-dichloro-6-((2,2,2-trifluoroethoxy)methyl)pyrimidine), C(C1=CC=CC=C1)CN (benzylmethylamine), C(C)#N (acetonitrile). Run at time 30 minute. Yields the product C(C1=CC=CC=C1)N(C1=NC(=NC(=C1)COCC(F)(F)F)Cl)C (N-Benzyl-2-chloro-N-methyl-6-((2,2,2-trifluoroethoxy)methyl)pyrimidin-4-amine). As a reaction SMILES: [Cl:1][C:2]1[N:7]=[C:6](Cl)[CH:5]=[C:4]([CH2:9][O:10][CH2:11][C:12]([F:15])([F:14])[F:13])[N:3]=1.[CH2:16](CN)[C:17]1[CH:22]=[CH:21][CH:20]=[CH:19][CH:18]=1.[C:25](#[N:27])C>>[CH2:16]([N:27]([CH3:25])[C:6]1[CH:5]=[C:4]([CH2:9][O:10][CH2:11][C:12]([F:15])([F:14])[F:13])[N:3]=[C:2]([Cl:1])[N:7]=1)[C:17]1[CH:18]=[CH:19][CH:20]=[CH:21][CH:22]=1. Procedure details: To a solution of 2,4-dichloro-6-((2,2,2-trifluoroethoxy)methyl)pyrimidine (200 mg, 0.77 mmol) in acetonitrile (3 mL) was benzylmethylamine (0.296 mL, 2.30 mmol) added. The reaction was stirred at ambient temperature for 30 minutes. The solvent was evaporated. The mixture was purified by preparative HPLC the title compound (194 mg, 73%). Yields the product BrC1C(C2=CC(=CC=C2CC1)Cl)=O (2-bromo-7-chloro-1-tetralone). Starting materials: ClC1=CC=C2CCCC(C2=C1)=O (7-chloro-1-tetralone), BrBr (bromine), crude product. RXN SMILES: [Cl:1][C:2]1[CH:11]=[C:10]2[C:5]([CH2:6][CH2:7][CH2:8][C:9]2=[O:12])=[CH:4][CH:3]=1.[Br:13]Br>C(=S)=S>[Br:13][CH:8]1[CH2:7][CH2:6][C:5]2[C:10](=[CH:11][C:2]([Cl:1])=[CH:3][CH:4]=2)[C:9]1=[O:12]. Run in C(=S)=S (carbon disulfide), C(=S)=S (carbon disulfide). Procedure: To a solution of 7-chloro-1-tetralone, 204.3 g, (1.1 moles), in carbon disulfide (1.08 liters) there is dropwise, with stirring, 176 g (1.1 moles) of bromine in 540 ml carbon disulfide at 0°-5° C. After stirring for an additional 30 minutes, the solvent is removed, giving a dark brown syrup, weighing 315 g. The crude product is used as is in the following step. The reactants are O=[N+]([O-])c1ccc(CCBr)cc1, O=C([O-])[O-], COc1cc2c(c(OC)c1OC)CNCC2, [K+], [K+], CN(C)C=O. The product is COc1cc2c(c(OC)c1OC)CN(CCc1ccc([N+](=O)[O-])cc1)CC2. As a reaction SMILES: [Br:1][CH2:2][CH2:3][c:4]1[cH:5][cH:6][c:7]([N+:10](=[O:11])[O-:12])[cH:8][cH:9]1.[C:29](=[O:30])([O-:31])[O-:32].[CH3:13][O:14][c:15]1[cH:16][c:17]2[c:22]([c:23]([O:27][CH3:28])[c:24]1[O:25][CH3:26])[CH2:21][NH:20][CH2:19][CH2:18]2.[K+:33].[K+:34].[O:35]=[CH:36][N:37]([CH3:38])[CH3:39]>>[CH2:2]([CH2:3][c:4]1[cH:5][cH:6][c:7]([N+:10](=[O:11])[O-:12])[cH:8][cH:9]1)[N:20]1[CH2:19][CH2:18][c:17]2[cH:16][c:15]([O:14][CH3:13])[c:24]([O:25][CH3:26])[c:23]([O:27][CH3:28])[c:22]2[CH2:21]1.